Dataset: the Open Reaction Database (ORD), a public repository of structured organic reaction records. Task: describe an organic reaction: reactants, conditions, products, and yield Reactants: C(#N)C=1C(NC(=C(C1)C(C)=O)C)=O (3-cyano-5-acetyl-6-methyl-2(1H)-pyridinone), C(C1=CC=CC=C1)Br (benzyl bromide). The reagents and catalysts are C([O-])([O-])=O.[Ag+2] (silver carbonate). Solvent: C1=CC=CC=C1 (benzene). Conditions: time 8 hour. The product is C(C1=CC=CC=C1)OC1=NC(=C(C=C1C#N)C(C)=O)C (2-Benzyloxy-5-acetyl-6-methylpyridin-3-carbonitrile). As a reaction SMILES: [C:1]([C:3]1[C:4](=[O:13])[NH:5][C:6]([CH3:12])=[C:7]([C:9](=[O:11])[CH3:10])[CH:8]=1)#[N:2].[CH2:14](Br)[C:15]1[CH:20]=[CH:19][CH:18]=[CH:17][CH:16]=1>C1C=CC=CC=1.C(=O)([O-])[O-].[Ag+2]>[CH2:14]([O:13][C:4]1[C:3]([C:1]#[N:2])=[CH:8][C:7]([C:9](=[O:11])[CH3:10])=[C:6]([CH3:12])[N:5]=1)[C:15]1[CH:20]=[CH:19][CH:18]=[CH:17][CH:16]=1 |f:3.4|. Reported procedure: A mixture of 3-cyano-5-acetyl-6-methyl-2(1H)-pyridinone (1.76 g, 0.01 mol) (L. Mosti et al, J. Het. Chem. 22, 1503 (1985)), benzyl bromide (2.12 g, 0.012 mol), silver carbonate (3.06 g, 0.011 mol) in benzene was stirred at room temperature under a nitrogen atmosphere overnight, while protected from light. The following day the mixture was filtered, and the solids washed well with benzene. Evaporation of the filtrate gave the desired intermediate, mp 94°-99° C. Reactants: O (water), OC(C(=O)O)CC(=O)O (2-hydroxysuccinic acid), CS(=O)(=O)O (methanesulfonic acid), C1(=CC=CC=C1)C (toluene), C(C#C)O (propargyl alcohol). Yields the product OC(C(=O)OCC#C)CC(=O)OCC#C (di(2-propynyl) 2-hydroxysuccinate). Yield: 43.0%. Reaction SMILES: [OH:1][CH:2]([CH2:6][C:7]([OH:9])=[O:8])[C:3]([OH:5])=[O:4].CS(O)(=O)=O.[CH2:15](O)[C:16]#[CH:17].O.[C:20]1(C)[CH:25]=CC=C[CH:21]=1>>[OH:1][CH:2]([CH2:6][C:7]([O:9][CH2:25][C:20]#[CH:21])=[O:8])[C:3]([O:5][CH2:15][C:16]#[CH:17])=[O:4]. Procedure details: 20.00 g (0.149 mol) of 2-hydroxysuccinic acid and 0.2 mL of methanesulfonic acid were dissolved in 100 mL of toluene, 50.16 g (0.895 mol) of propargyl alcohol was added thereto. Using a Dean-Stark device, this was reacted for 4 hours while water formed as a side product was removed under normal pressure. The disappearance of the starting materials was confirmed through gas chromatography, and sodium acetate was added to the system. The resulting salt was filtered away, and the filtrate was conce...